Dataset: the Open Reaction Database (ORD), a public repository of structured organic reaction records. Task: describe an organic reaction: reactants, conditions, products, and yield The reactants are CCC(C)C(NC(=O)OC(C)(C)C)C(=O)O, C(=NC1CCCCC1)=NC1CCCCC1, CN(C)c1ccncc1, CN(C)C=O, CCCCCCCCCCCCCCCCCC(=O)OCC(CCO)Cn1cnc2c(=O)[nH]c(N)nc21. The product is CCCCCCCCCCCCCCCCCC(=O)OCC(CCOC(=O)C(NC(=O)OC(C)(C)C)C(C)CC)Cn1cnc2c(=O)[nH]c(N)nc21. RXN SMILES: [C:38](=[O:39])([O:40][C:41]([CH3:42])([CH3:43])[CH3:44])[NH:45][CH:46]([CH:47]([CH3:48])[CH2:49][CH3:50])[C:51](=[O:52])[OH:53].[CH2:54]1[CH2:55][CH2:56][CH:57]([N:58]=[C:59]=[N:60][CH:61]2[CH2:62][CH2:63][CH2:64][CH2:65][CH2:66]2)[CH2:67][CH2:68]1.[CH3:69][N:70]([CH3:71])[c:72]1[cH:73][cH:74][n:75][cH:76][cH:77]1.[O:78]=[CH:79][N:80]([CH3:81])[CH3:82].[OH:1][CH2:2][CH2:3][CH:4]([CH2:5][n:6]1[c:7]2[n:8][c:9]([NH2:16])[nH:10][c:11](=[O:15])[c:12]2[n:13][cH:14]1)[CH2:17][O:18][C:19]([CH2:20][CH2:21][CH2:22][CH2:23][CH2:24][CH2:25][CH2:26][CH2:27][CH2:28][CH2:29][CH2:30][CH2:31][CH2:32][CH2:33][CH2:34][CH2:35][CH3:36])=[O:37]>>[O:1]([CH2:2][CH2:3][CH:4]([CH2:5][n:6]1[c:7]2[n:8][c:9]([NH2:16])[nH:10][c:11](=[O:15])[c:12]2[n:13][cH:14]1)[CH2:17][O:18][C:19]([CH2:20][CH2:21][CH2:22][CH2:23][CH2:24][CH2:25][CH2:26][CH2:27][CH2:28][CH2:29][CH2:30][CH2:31][CH2:32][CH2:33][CH2:34][CH2:35][CH3:36])=[O:37])[C:51]([CH:46]([NH:45][C:38](=[O:39])[O:40][C:41]([CH3:42])([CH3:43])[CH3:44])[CH:47]([CH3:48])[CH2:49][CH3:50])=[O:52].